This data is from the Open Reaction Database (ORD), a public repository of structured organic reaction records. The task is: describe an organic reaction: reactants, conditions, products, and yield The reactants are COc1cc2c(cc1O)CN(CCCCCC(C#N)(Sc1ccc(C)cc1)c1ccc(OC)c(OC)c1)CC2, CN(C)CCCl, CN(C)C=O, [H-], [I-], [K+], [Na+]. Yields the product COc1ccc(C(C#N)(CCCCCN2CCc3cc(OC)c(OCCN(C)C)cc3C2)Sc2ccc(C)cc2)cc1OC. Reaction SMILES: [CH3:1][O:2][c:3]1[cH:4][c:5]([C:11]([C:12]#[N:13])([CH2:14][CH2:15][CH2:16][CH2:17][CH2:18][N:19]2[CH2:20][c:21]3[cH:22][c:23]([OH:31])[c:24]([O:29][CH3:30])[cH:25][c:26]3[CH2:27][CH2:28]2)[S:32][c:33]2[cH:34][cH:35][c:36]([CH3:39])[cH:37][cH:38]2)[cH:6][cH:7][c:8]1[O:9][CH3:10].[CH3:42][N:43]([CH2:44][CH2:45][Cl:46])[CH3:47].[CH3:50][N:51]([CH3:52])[CH:53]=[O:54].[H-:40].[I-:49].[K+:48].[Na+:41]>>[CH3:1][O:2][c:3]1[cH:4][c:5]([C:11]([C:12]#[N:13])([CH2:14][CH2:15][CH2:16][CH2:17][CH2:18][N:19]2[CH2:20][c:21]3[cH:22][c:23]([O:31][CH2:45][CH2:44][N:43]([CH3:42])[CH3:47])[c:24]([O:29][CH3:30])[cH:25][c:26]3[CH2:27][CH2:28]2)[S:32][c:33]2[cH:34][cH:35][c:36]([CH3:39])[cH:37][cH:38]2)[cH:6][cH:7][c:8]1[O:9][CH3:10]. Starting materials: S1(NC(C=C1)=O)=O (4-isothiazolin-3-one 1-oxide), CC(=C)C(=C)C (2,3-dimethyl-1,3-butadiene), CCCCCC (hexane). Solvent: C(CCl)Cl (ethylene dichloride). Run at temperature 60 celsius. Yields the product CC1=C(CC2C(C(NS2=O)=O)C1)C (5,6-Dimethyl-3a,4,7,7a-tetrahydro-1,2-benzisothiazol-3(2H)-one oxide). Reaction SMILES: [S:1]1(=[O:7])[CH:5]=[CH:4][C:3](=[O:6])[NH:2]1.[CH3:8][C:9]([C:11]([CH3:13])=[CH2:12])=[CH2:10].CCCCCC>C(Cl)CCl>[CH3:8][C:9]1[CH2:10][CH:4]2[C:3](=[O:6])[NH:2][S:1](=[O:7])[CH:5]2[CH2:12][C:11]=1[CH3:13]. Reported procedure: To a solution of 2.2 g (0.02 mole) of 4-isothiazolin-3-one 1-oxide in 50 ml of ethylene dichloride is added 2.0 g (0.024 mole) of 2,3-dimethyl-1,3-butadiene. The mixture is stirred and maintained at 60° C. overnight. Concentration of the mixture yields a thick oil, which affords a white solid on trituration with hexane. The solid is filtered and air dried to yield 3.4 g (90%) or product, m.p. 135°-137° C. which can be recrystallized from ethyl acetate-hexane. The reactants are CC(=O)O, O=c1oc(-c2c(F)cccc2F)nc2cccc([N+](=O)[O-])c12. The product is Nc1cccc2nc(-c3c(F)cccc3F)oc(=O)c12. As a reaction SMILES: [CH3:23][C:24](=[O:25])[OH:26].[N+:1]([O-:2])(=[O:3])[c:4]1[cH:5][cH:6][cH:7][c:8]2[n:9][c:10](-[c:15]3[c:16]([F:22])[cH:17][cH:18][cH:19][c:20]3[F:21])[o:11][c:12](=[O:14])[c:13]12>>[NH2:1][c:4]1[cH:5][cH:6][cH:7][c:8]2[n:9][c:10](-[c:15]3[c:16]([F:22])[cH:17][cH:18][cH:19][c:20]3[F:21])[o:11][c:12](=[O:14])[c:13]12. Starting materials: FC=1C(=NC(=NC1)C1=CN(C2=NC=C(C=C21)F)S(=O)(=O)C2=CC=C(C=C2)C)N[C@@H]2C[C@@H](CCC2)NC=2OC=C(N2)C(=O)OC (methyl 2-[[(1R,3S)-3-[[5-fluoro-2-[5-fluoro-1-(p-tolylsulfonyl)-pyrrolo[2,3-b]pyridin-3-yl]pyrimidin-4-yl]amino]cyclohexyl]-amino]oxazole-4-carboxylate), FC=1C(=NC(=NC1)C1=CN(C2=NC=C(C=C21)F)S(=O)(=O)C2=CC=C(C)C=C2)N[C@@H]2C[C@@H](CCC2)NC=2OC=C(N2)C(=O)OC (methyl 2-((1R,3S)-3-(5-fluoro-2-(5-fluoro-1-tosyl-1H-pyrrolo[2,3-b]pyridin-3-yl)pyrimidin-4-ylamino)cyclohexylamino)oxazole-4-carboxylate), [Li+].[OH-] (LiOH). Run in C1CCOC1 (THF). Reaction conditions: temperature 130 celsius, time 20 minute. Product: FC=1C(=NC(=NC1)C1=CNC2=NC=C(C=C21)F)N[C@@H]2C[C@@H](CCC2)NC=2OC=C(N2)C(=O)O (2-((1R,3S)-3-(5-fluoro-2-(5-fluoro-1H-pyrrolo[2,3-b]pyridin-3-yl)pyrimidin-4-ylamino)cyclohexylamino)oxazole-4-carboxylic acid). Reaction SMILES: [F:1][C:2]1[C:3]([NH:28][C@H:29]2[CH2:34][CH2:33][CH2:32][C@@H:31]([NH:35][C:36]3[O:37][CH:38]=[C:39]([C:41]([O:43]C)=[O:42])[N:40]=3)[CH2:30]2)=[N:4][C:5]([C:8]2[C:16]3[C:11](=[N:12][CH:13]=[C:14]([F:17])[CH:15]=3)[N:10](S(C3C=CC(C)=CC=3)(=O)=O)[CH:9]=2)=[N:6][CH:7]=1.[Li+].[OH-]>C1COCC1>[F:1][C:2]1[C:3]([NH:28][C@H:29]2[CH2:34][CH2:33][CH2:32][C@@H:31]([NH:35][C:36]3[O:37][CH:38]=[C:39]([C:41]([OH:43])=[O:42])[N:40]=3)[CH2:30]2)=[N:4][C:5]([C:8]2[C:16]3[C:11](=[N:12][CH:13]=[C:14]([F:17])[CH:15]=3)[NH:10][CH:9]=2)=[N:6][CH:7]=1 |f:1.2|. Procedure details: To a solution of methyl 2-[[(1R,3S)-3-[[5-fluoro-2-[5-fluoro-1-(p-tolylsulfonyl)-pyrrolo[2,3-b]pyridin-3-yl]pyrimidin-4-yl]amino]cyclohexyl]-amino]oxazole-4-carboxylate, 71a, (0.028 g, 0.045 mmol) in THF (1 mL) was added LiOH (1 mL of 1 M solution, 1.000 mmol) and the reaction mixture was warmed to 130° C. via microwave irradiation. After heating and stirring for 20 minutes, the mixture was cooled to room temperature. All volatiles were removed under a stream of nitrogen and heat. The crude resi... Starting materials: COC=C(C(=O)OC)c1ccccc1CBr, O=C([O-])[O-], CC(C)=O, [K+], [K+], Oc1ccccc1. The product is COC=C(C(=O)OC)c1ccccc1COc1ccccc1. As a reaction SMILES: [Br:1][CH2:2][c:3]1[c:4]([C:9]([C:10](=[O:11])[O:12][CH3:13])=[CH:14][O:15][CH3:16])[cH:5][cH:6][cH:7][cH:8]1.[C:24](=[O:25])([O-:26])[O-:27].[CH3:30][C:31](=[O:32])[CH3:33].[K+:28].[K+:29].[OH:17][c:18]1[cH:19][cH:20][cH:21][cH:22][cH:23]1>>[CH2:2]([c:3]1[c:4]([C:9]([C:10](=[O:11])[O:12][CH3:13])=[CH:14][O:15][CH3:16])[cH:5][cH:6][cH:7][cH:8]1)[O:17][c:18]1[cH:19][cH:20][cH:21][cH:22][cH:23]1. Starting materials: N1(CCNCC1)C(=O)OC(C)(C)C (tert-butyl piperazine-1-carboxylate), C1(=CC=CC=C1)C=1SC=C(N1)C(=O)O (2-phenylthiazole-4-carboxylic acid). The product is C1(=CC=CC=C1)C=1SC=C(N1)C(=O)N1CCN(CC1)C(=O)OC(C)(C)C (tert-Butyl 4-(2-phenylthiazole-4-carbonyl)piperazine-1-carboxylate). Isolated yield 90.0%. Reaction SMILES: [N:1]1([C:7]([O:9][C:10]([CH3:13])([CH3:12])[CH3:11])=[O:8])[CH2:6][CH2:5][NH:4][CH2:3][CH2:2]1.[C:14]1([C:20]2[S:21][CH:22]=[C:23]([C:25](O)=[O:26])[N:24]=2)[CH:19]=[CH:18][CH:17]=[CH:16][CH:15]=1>>[C:14]1([C:20]2[S:21][CH:22]=[C:23]([C:25]([N:4]3[CH2:5][CH2:6][N:1]([C:7]([O:9][C:10]([CH3:13])([CH3:12])[CH3:11])=[O:8])[CH2:2][CH2:3]3)=[O:26])[N:24]=2)[CH:15]=[CH:16][CH:17]=[CH:18][CH:19]=1. Procedure: This compound was synthesized from tert-butyl piperazine-1-carboxylate and 2-phenylthiazole-4-carboxylic acid as described for example 37 step 3 (500 mg, yield 90%). 1H NMR (400 MHz, DMSO-d6) δ 8.20 (s, 1H), 8.00-7.96 (m, 2H), 7.56-7.53 (m, 3H), 3.76-3.64 (m, 4H), 3.43 (m, 4H), 1.42 (s, 9H). MS (ESI) m/z: Calculated for C19H23N3O3S: 373.15. found: 374.2 (M+H)+ The reactants are CC(C)(C)OC(=O)N1CCC(n2ncc3c(Cl)ncnc32)CC1, O=C([O-])[O-], CN(C)C=O, N#Cc1ccc(F)c(F)c1O, [K+], [K+], [Na+], [Na+], O=C([O-])[O-]. Product: CC(C)(C)OC(=O)N1CCC(n2ncc3c(Oc4c(C#N)ccc(F)c4F)ncnc32)CC1. Reaction SMILES: [C:12]([CH3:13])([CH3:14])([CH3:15])[O:16][C:17](=[O:18])[N:19]1[CH2:20][CH2:21][CH:22]([n:25]2[n:26][cH:27][c:28]3[c:29]2[n:30][cH:31][n:32][c:33]3[Cl:34])[CH2:23][CH2:24]1.[C:35](=[O:36])([O-:37])[O-:38].[CH3:47][N:48]([CH3:49])[CH:50]=[O:51].[F:1][c:2]1[c:3]([OH:11])[c:4]([C:5]#[N:6])[cH:7][cH:8][c:9]1[F:10].[K+:39].[K+:40].[Na+:41].[Na+:42].[O-:43][C:44](=[O:45])[O-:46]>>[F:1][c:2]1[c:3]([O:11][c:33]2[c:28]3[cH:27][n:26][n:25]([CH:22]4[CH2:21][CH2:20][N:19]([C:17]([O:16][C:12]([CH3:13])([CH3:14])[CH3:15])=[O:18])[CH2:24][CH2:23]4)[c:29]3[n:30][cH:31][n:32]2)[c:4]([C:5]#[N:6])[cH:7][cH:8][c:9]1[F:10]. The reactants are CNC1CC1, O=S(=O)([O-])C(F)(F)F, C[NH+]1C=CN(S(=O)(=O)n2ccnc2)C1. The product is CN(C1CC1)S(=O)(=O)n1ccnc1. Reaction SMILES: [CH:1]1([NH:4][CH3:5])[CH2:2][CH2:3]1.[F:6][C:7]([F:8])([F:9])[S:10]([O-:11])(=[O:12])=[O:13].[n:14]1([S:19](=[O:20])(=[O:21])[N:22]2[CH:23]=[CH:24][NH+:25]([CH3:26])[CH2:27]2)[cH:15][n:16][cH:17][cH:18]1>>[CH:1]1([N:4]([CH3:5])[S:19]([n:14]2[cH:15][n:16][cH:17][cH:18]2)(=[O:20])=[O:21])[CH2:2][CH2:3]1. Reactants: S(O)(O)(=O)=O (sulfuric acid), S1(=O)(=O)NC(=O)C2=CC=CC=C12 (saccharin), [H-].[Al+3].[Li+].[H-].[H-].[H-] (lithium aluminum hydride), O (water). Solvent: O1CCCC1 (tetrahydrofuran). Yields the product S1(NCC2=C1C=CC=C2)(=O)=O (2,3-dihydro-1,2-benzoisothiazole 1,1-dioxide). Isolated yield 51.4%. As a reaction SMILES: [S:1]1([C:12]2[C:7](=[CH:8][CH:9]=[CH:10][CH:11]=2)[C:5](=O)[NH:4]1)(=[O:3])=[O:2].[H-].[Al+3].[Li+].[H-].[H-].[H-].O.S(=O)(=O)(O)O>O1CCCC1>[S:1]1(=[O:2])(=[O:3])[C:12]2[CH:11]=[CH:10][CH:9]=[CH:8][C:7]=2[CH2:5][NH:4]1 |f:1.2.3.4.5.6|. Procedure: 25.3 g (138 mM [sic]) of saccharin were added in portions over the course of 90 min to 7.1 g (187 mM [sic]) of lithium aluminum hydride in 400 ml of absolute tetrahydrofuran with vigorous stirring under nitrogen; during this, the temperature was maintained at room temperature by cooling in ice. After stirring overnight, the mixture was cooled in an ice bath and, while stirring vigorously, water was cautiously added dropwise, followed by 10% strength sulfuric acid. After the precipitated hydroxid... Reactants: CCO, CN(C)CC1=C(c2cccnc2)CCOC1, C[Si](C)(C)Cl, Cl, O. The product is CN(C)CC1=C(c2cccnc2)CCOC1, Cl. Reaction SMILES: [CH3:24][CH2:25][OH:26].[CH3:2][N:3]([CH2:4][C:5]1=[C:10]([c:11]2[cH:12][n:13][cH:14][cH:15][cH:16]2)[CH2:9][CH2:8][O:7][CH2:6]1)[CH3:17].[Cl:19][Si:20]([CH3:21])([CH3:22])[CH3:23].[ClH:1].[OH2:18]>>[CH3:2][N:3]([CH2:4][C:5]1=[C:10]([c:11]2[cH:12][n:13][cH:14][cH:15][cH:16]2)[CH2:9][CH2:8][O:7][CH2:6]1)[CH3:17].[ClH:19].